This data is from the Open Reaction Database (ORD), a public repository of structured organic reaction records. The task is: describe an organic reaction: reactants, conditions, products, and yield The reactants are C([C@@H](O)C)(=O)O (L-lactic acid), OP(=O)(O)[O-].[K+] (KH2PO4), C(C(C)C)(=O)O (isobutyric acid), C(CO)(=O)[O-] (glycolate), [OH-].[Na+] (NaOH). Solvent: aqueous solution. Conditions: time 18 hour. Product: C(C(=O)C)(=O)[O-] (pyruvate), C(C)(=O)[O-] (acetate). Reaction SMILES: [C:1]([OH:6])(=[O:5])[C@H:2]([CH3:4])[OH:3].OP([O-])(O)=O.[K+].[C:13]([OH:18])(=[O:17])[CH:14](C)C.C([O-])(=O)CO.[OH-].[Na+]>>[C:1]([O-:6])(=[O:5])[C:2]([CH3:4])=[O:3].[C:13]([O-:18])(=[O:17])[CH3:14] |f:1.2,5.6|. Procedure: The procedure described in Comparative Example A was repeated using a 10 mL aqueous solution containing L-lactic acid (96% L-isomer, 4% D-isomer, 0.500M), KH2PO4 (0.50M), FMN (0.01 mM), isobutyric acid (HPLC internal standard, 0.100M), soluble spinach glycolate oxidase (2.0 IU/mL), and soluble Aspergillus niger catalase (14,000 IU/mL) at pH 8.3 (adjusted with 50% NaOH), and the reaction run at 5° C. After 18 hours, the HPLC yields of pyruvate and acetate were 90.5% and 4.2%, respectively, and 6.... Reaction conditions: time 15 minute. Reaction SMILES: [CH3:1][S@:2]([C:4]1[CH:9]=[CH:8][C:7]([CH3:10])=[CH:6][CH:5]=1)=[O:3].O1CCCC1.C([N-]C(C)C)(C)C.[Li+].[F:24][C:25]([F:41])([F:40])[C:26](=[O:39])[CH2:27][C:28]([C:31]1[CH:36]=[C:35]([F:37])[CH:34]=[CH:33][C:32]=1[CH3:38])([CH3:30])[CH3:29]>C1COCC1.C1CCCCC1>[F:41][C:25]([F:24])([F:40])[C@@:26]([CH2:1][S@:2]([C:4]1[CH:9]=[CH:8][C:7]([CH3:10])=[CH:6][CH:5]=1)=[O:3])([OH:39])[CH2:27][C:28]([C:31]1[CH:36]=[C:35]([F:37])[CH:34]=[CH:33][C:32]=1[CH3:38])([CH3:30])[CH3:29] |f:1.2.3|. Procedure details: To a suspension of (R)-(+)-methyl p-tolylsulfoxide (23.6 g, 153 mmol) in 200 mL of anhydrous THF at −78° C. was added lithium diisopropylamide mono(tetrahydrofuran) (LDA), 1.5 M solution in cyclohexane, 102 mL, 153 mmol) over 20 minutes. The resulting clear yellow solution was stirred for an additional 15 minutes. 1,1,1-Trifluoro-4-(5-fluoro-2-methylphenyl)-4-methylpentan-2-one (36.4 g, 139 mmol) was then added via cannula with the aid of 125 mL of THF over 30 minutes. After 1.5 hours at −78° C.... The product is FC([C@](CC(C)(C)C1=C(C=CC(=C1)F)C)(O)C[S@@](=O)C1=CC=C(C=C1)C)(F)F ((S)-1,1,1-trifluoro-4-(5-fluoro-2-methylphenyl)-4-methyl-2-((R)-toluene-4-sulfinylmethyl)pentan-2-ol). Solvent: C1CCOC1 (THF), C1CCOC1 (THF), C1CCCCC1 (cyclohexane). Yield: 55.1%. Reactants: FC(C(CC(C)(C)C1=C(C=CC(=C1)F)C)=O)(F)F (1,1,1-Trifluoro-4-(5-fluoro-2-methylphenyl)-4-methylpentan-2-one), C[S@@](=O)C1=CC=C(C=C1)C ((R)-(+)-methyl p-tolylsulfoxide), O1CCCC1.C(C)(C)[N-]C(C)C.[Li+] (lithium diisopropylamide mono(tetrahydrofuran)), solution. The reactants are CC(C)n1nc(C(=O)NC2CC(CC#N)N(C(=O)OC(C)(C)C)C2)c2ccccc21, CO, [NH4+], [OH-]. Yields the product CC(C)n1nc(C(=O)NC2CC(CCN)N(C(=O)OC(C)(C)C)C2)c2ccccc21. As a reaction SMILES: [C:1](#[N:2])[CH2:3][CH:4]1[N:5]([C:24](=[O:25])[O:26][C:27]([CH3:28])([CH3:29])[CH3:30])[CH2:6][CH:7]([NH:9][C:10](=[O:11])[c:12]2[n:13][n:14]([CH:21]([CH3:22])[CH3:23])[c:15]3[cH:16][cH:17][cH:18][cH:19][c:20]23)[CH2:8]1.[CH3:33][OH:34].[NH4+:31].[OH-:32]>>[CH2:1]([NH2:2])[CH2:3][CH:4]1[N:5]([C:24](=[O:25])[O:26][C:27]([CH3:28])([CH3:29])[CH3:30])[CH2:6][CH:7]([NH:9][C:10](=[O:11])[c:12]2[n:13][n:14]([CH:21]([CH3:22])[CH3:23])[c:15]3[cH:16][cH:17][cH:18][cH:19][c:20]23)[CH2:8]1. Reactants: COC(=O)C=1C=CC2=C(N=C(O2)C(CC)(C2=CC(=C(C=C2)O)C)CC)C1 (2-[1-Ethyl-1-(4-hydroxy-3-methyl-phenyl)-propyl]-benzooxazole-5-carboxylic acid methyl ester), BrCC(C(C)(C)C)=O (1-bromopinacolone), C(=O)([O-])[O-].[K+].[K+] (K2CO3). Product: COC(=O)C=1C=CC2=C(N=C(O2)C(CC)(CC)C2=CC(=C(C=C2)OCC(C(C)(C)C)=O)C)C1 (2-{1-[4-(3,3-Dimethyl-2-oxo-butoxy)-3-methyl-phenyl]-1-ethyl-propyl}-benzooxazole-5-carboxylic acid methyl ester). The yield is 95.1%. RXN SMILES: [CH3:1][O:2][C:3]([C:5]1[CH:6]=[CH:7][C:8]2[O:12][C:11]([C:13]([CH2:24][CH3:25])([C:16]3[CH:21]=[CH:20][C:19]([OH:22])=[C:18]([CH3:23])[CH:17]=3)[CH2:14][CH3:15])=[N:10][C:9]=2[CH:26]=1)=[O:4].Br[CH2:28][C:29](=[O:34])[C:30]([CH3:33])([CH3:32])[CH3:31].C([O-])([O-])=O.[K+].[K+]>>[CH3:1][O:2][C:3]([C:5]1[CH:6]=[CH:7][C:8]2[O:12][C:11]([C:13]([C:16]3[CH:21]=[CH:20][C:19]([O:22][CH2:28][C:29](=[O:34])[C:30]([CH3:33])([CH3:32])[CH3:31])=[C:18]([CH3:23])[CH:17]=3)([CH2:24][CH3:25])[CH2:14][CH3:15])=[N:10][C:9]=2[CH:26]=1)=[O:4] |f:2.3.4|. Procedure: 2-[1-Ethyl-1-(4-hydroxy-3-methyl-phenyl)-propyl]-benzooxazole-5-carboxylic acid methyl ester (2.10 g, 5.94 mmol) and 1-bromopinacolone (1.59 g, 8.87 mmol) and K2CO3 (2.04 g, 14.8 mmol) are reacted analogous to Example 1, step G to give the title compound as a pale yellow oil (2.55 g, 95%). H-NMR (ppm, CDCl3) δ: 8.43 (1H, d, J=1.3 Hz), 8.01 (1H, dd, J=1.8, 8.8 Hz), 7.42 (1H, d, J=8.4 Hz), 7.01 (1H, d, J=2.2 Hz), 6.96 (1H, dd, J=2.2, 8.4 Hz), 6.51 (1H, d, J=8.8 Hz), 4.84 (2H, s), 3.95 (3H, s), 2.3... Reactants: CCNc1ncc2c(n1)N1CCCC1CN(c1cccc(Br)c1)C2=O, CCCC[Sn](CCCC)(CCCC)c1ncco1, Cc1ccccc1, Cl[Pd-2](Cl)([PH](c1ccccc1)(c1ccccc1)c1ccccc1)[PH](c1ccccc1)(c1ccccc1)c1ccccc1, [F-], [NH4+]. The product is CCNc1ncc2c(n1)N1CCCC1CN(c1cccc(-c3ncco3)c1)C2=O. RXN SMILES: [Br:1][c:2]1[cH:3][c:4]([N:8]2[C:9](=[O:25])[c:10]3[c:11]([n:18][c:19]([NH:22][CH2:23][CH3:24])[n:20][cH:21]3)[N:12]3[CH2:13][CH2:14][CH2:15][CH:16]3[CH2:17]2)[cH:5][cH:6][cH:7]1.[CH2:26]([Sn:27]([CH2:28][CH2:29][CH2:30][CH3:36])([c:31]1[o:32][cH:33][cH:34][n:35]1)[CH2:37][CH2:38][CH2:39][CH3:40])[CH2:41][CH2:42][CH3:43].[CH3:46][c:47]1[cH:48][cH:49][cH:50][cH:51][cH:52]1.[Cl:53][Pd-2:54]([Cl:55])([PH:56]([c:57]1[cH:58][cH:59][cH:60][cH:61][cH:62]1)([c:63]1[cH:64][cH:65][cH:66][cH:67][cH:68]1)[c:69]1[cH:70][cH:71][cH:72][cH:73][cH:74]1)[PH:75]([c:76]1[cH:77][cH:78][cH:79][cH:80][cH:81]1)([c:82]1[cH:83][cH:84][cH:85][cH:86][cH:87]1)[c:88]1[cH:89][cH:90][cH:91][cH:92][cH:93]1.[F-:44].[NH4+:45]>>[c:2]1(-[c:31]2[o:32][cH:33][cH:34][n:35]2)[cH:3][c:4]([N:8]2[C:9](=[O:25])[c:10]3[c:11]([n:18][c:19]([NH:22][CH2:23][CH3:24])[n:20][cH:21]3)[N:12]3[CH2:13][CH2:14][CH2:15][CH:16]3[CH2:17]2)[cH:5][cH:6][cH:7]1. Product: N(=[N+]=[N-])C(CC1=CC=CC=C1)C1=CC=C(C=C1)CCCC(=O)OC (Methyl 4-[4-(1-Azido-2-phenylethyl)phenyl]butyrate). Procedure details: A suspension of 3.30 g of methyl 4-[4-(1-chloro-2-phenylethyl]phenyl]butyrate and 1.35 g of sodium azide in 15 ml of N,N-dimethylformamide was stirred at 100° C. for 3.5 hours. The reaction mixture was added with water and then extracted with ether. The ether layer was washed with water and dried, and then the solvent was removed under reduced pressure to yield 3.10 g of pale brown oil. As a reaction SMILES: Cl[CH:2]([C:10]1[CH:15]=[CH:14][C:13]([CH2:16][CH2:17][CH2:18][C:19]([O:21][CH3:22])=[O:20])=[CH:12][CH:11]=1)[CH2:3][C:4]1[CH:9]=[CH:8][CH:7]=[CH:6][CH:5]=1.[N-:23]=[N+:24]=[N-:25].[Na+].O>CN(C)C=O>[N:23]([CH:2]([C:10]1[CH:15]=[CH:14][C:13]([CH2:16][CH2:17][CH2:18][C:19]([O:21][CH3:22])=[O:20])=[CH:12][CH:11]=1)[CH2:3][C:4]1[CH:9]=[CH:8][CH:7]=[CH:6][CH:5]=1)=[N+:24]=[N-:25] |f:1.2|. Run at temperature 100 celsius, time 3.5 hour. Isolated yield 92.0%. Starting materials: ClC(CC1=CC=CC=C1)C1=CC=C(C=C1)CCCC(=O)OC (methyl 4-[4-(1-chloro-2-phenylethyl]phenyl]butyrate), [N-]=[N+]=[N-].[Na+] (sodium azide), O (water). Run in CN(C=O)C (N,N-dimethylformamide). Reactants: O=C(Cl)c1ccc(Br)s1, CC(=O)OCC1OC(n2ccc3c(C)cccc32)C(OC(C)=O)C(OC(C)=O)C1OC(C)=O. The product is CC(=O)OCC1OC(n2cc(C(=O)c3ccc(Br)s3)c3c(C)cccc32)C(OC(C)=O)C(OC(C)=O)C1OC(C)=O. RXN SMILES: [Br:34][c:35]1[cH:36][cH:37][c:38]([C:40](=[O:41])[Cl:42])[s:39]1.[CH3:1][c:2]1[c:3]2[cH:4][cH:5][n:6]([CH:11]3[CH:12]([O:13][C:14]([CH3:15])=[O:16])[CH:17]([O:18][C:19]([CH3:20])=[O:21])[CH:22]([O:23][C:24]([CH3:25])=[O:26])[CH:27]([CH2:29][O:30][C:31]([CH3:32])=[O:33])[O:28]3)[c:7]2[cH:8][cH:9][cH:10]1>>[CH3:1][c:2]1[c:3]2[c:4]([C:40]([c:38]3[cH:37][cH:36][c:35]([Br:34])[s:39]3)=[O:41])[cH:5][n:6]([CH:11]3[CH:12]([O:13][C:14]([CH3:15])=[O:16])[CH:17]([O:18][C:19]([CH3:20])=[O:21])[CH:22]([O:23][C:24]([CH3:25])=[O:26])[CH:27]([CH2:29][O:30][C:31]([CH3:32])=[O:33])[O:28]3)[c:7]2[cH:8][cH:9][cH:10]1. Reactants: 14, C1(C=2C(C(=O)O1)=CC=CC2)=O (phthalic anhydride), C1(=CC=CC2=CC=CC=C12)N (1-naphthylamine). Reaction conditions: time 60 second. Isolated yield 96.0%. Product: C1(=CC=CC2=CC=CC=C12)NC(C=1C(C(=O)O)=CC=CC1)=O (N-1-naphthylphthalamic acid). As a reaction SMILES: [C:1]1(=[O:11])[O:6][C:4](=[O:5])[C:3]2=[CH:7][CH:8]=[CH:9][CH:10]=[C:2]12.[C:12]1([NH2:22])[C:21]2[C:16](=[CH:17][CH:18]=[CH:19][CH:20]=2)[CH:15]=[CH:14][CH:13]=1>>[C:12]1([NH:22][C:4](=[O:5])[C:3]2[C:2](=[CH:10][CH:9]=[CH:8][CH:7]=2)[C:1]([OH:6])=[O:11])[C:21]2[C:16](=[CH:17][CH:18]=[CH:19][CH:20]=2)[CH:15]=[CH:14][CH:13]=1. Procedure: To a 30 mm co-rotating twin screw extruder (Werner & Pfleiderer ZSK type) was added at barrel 1 (of 14) 2370 g (16 mol) per hour phthalic anhydride in the form of crushed pellets, and at barrel 2 molten 1-naphthylamine at a rate of 2234 g (15.62 mol) per hour while maintaining a temperature profile of: zone 1=75°, zone 2=83°, zone 3=95°, zone 4= 75° and zone 5=45° C. At a screw speed of 300 rpm, the residence time was about 60 seconds, resulting in a product containing N-1-naphthylphthalamic aci...